Dataset: the Open Reaction Database (ORD), a public repository of structured organic reaction records. Task: describe an organic reaction: reactants, conditions, products, and yield The reactants are CC(C)CCON=O, CC#N, Cl[Cu], Cl[Cu]Cl, Cl, COC(=O)COc1nc(C)ncc1Oc1cc(-n2c(=O)cc(C(F)(F)F)n(C)c2=O)c(F)cc1N. Yields the product COC(=O)COc1nc(C)ncc1Oc1cc(-n2c(=O)cc(C(F)(F)F)n(C)c2=O)c(F)cc1Cl. Reaction SMILES: [CH3:1][CH:2]([CH2:3][CH2:4][O:5][N:6]=[O:7])[CH3:8].[CH3:50][C:51]#[N:52].[Cl:45][Cu:46].[Cl:47][Cu:48][Cl:49].[ClH:44].[NH2:9][c:10]1[c:11]([O:12][c:13]2[c:14]([O:20][CH2:21][C:22](=[O:23])[O:24][CH3:25])[n:15][c:16]([CH3:19])[n:17][cH:18]2)[cH:26][c:27](-[n:31]2[c:32](=[O:43])[n:33]([CH3:42])[c:34]([C:38]([F:39])([F:40])[F:41])[cH:35][c:36]2=[O:37])[c:28]([F:30])[cH:29]1>>[c:10]1([Cl:44])[c:11]([O:12][c:13]2[c:14]([O:20][CH2:21][C:22](=[O:23])[O:24][CH3:25])[n:15][c:16]([CH3:19])[n:17][cH:18]2)[cH:26][c:27](-[n:31]2[c:32](=[O:43])[n:33]([CH3:42])[c:34]([C:38]([F:39])([F:40])[F:41])[cH:35][c:36]2=[O:37])[c:28]([F:30])[cH:29]1. The reactants are C23H25Cl2N5O2, C(C)(C)(C)OC(=O)NCC[C@@H]1N(CCC1)C(=O)C1=C(C=C(C(=O)N[C@@H](C)C2=NC3=C(N2)C=CC(=C3)Cl)C=C1)Cl (4-[(2R)-2-(tert-butoxycarbonylamino)ethylpyrrolidin-1-ylcarbonyl]-3-chloro-N-[(1S)-1-(5-chloro-1H-benzimidazol-2-yl)ethyl]benzamide), FC(C(=O)O)(F)F (trifluoroacetic acid), ClCl (chlorine), ClCCl.CO.N (dichloromethane methanol ammonia), ClCl (chlorine). Product: NCC[C@@H]1N(CCC1)C(=O)C1=C(C=C(C(=O)N[C@@H](C)C2=NC3=C(N2)C=CC(=C3)Cl)C=C1)Cl (4-[(2R)-2-(2-aminoethyl)pyrrolidin-1-ylcarbonyl]-3-chloro-N-[(1S)-1-(5-chloro-1H-benzimidazol-2-yl)ethyl]benzamide). RXN SMILES: C(OC([NH:8][CH2:9][CH2:10][C@H:11]1[CH2:15][CH2:14][CH2:13][N:12]1[C:16]([C:18]1[CH:38]=[CH:37][C:21]([C:22]([NH:24][C@H:25]([C:27]2[NH:31][C:30]3[CH:32]=[CH:33][C:34]([Cl:36])=[CH:35][C:29]=3[N:28]=2)[CH3:26])=[O:23])=[CH:20][C:19]=1[Cl:39])=[O:17])=O)(C)(C)C.FC(F)(F)C(O)=O.ClCCl.CO.N.ClCl>>[NH2:8][CH2:9][CH2:10][C@H:11]1[CH2:15][CH2:14][CH2:13][N:12]1[C:16]([C:18]1[CH:38]=[CH:37][C:21]([C:22]([NH:24][C@H:25]([C:27]2[NH:31][C:30]3[CH:32]=[CH:33][C:34]([Cl:36])=[CH:35][C:29]=3[N:28]=2)[CH3:26])=[O:23])=[CH:20][C:19]=1[Cl:39])=[O:17] |f:2.3.4|. Procedure: Prepared analogously to Example 17 from 4-[(2R)-2-(tert-butoxycarbonylamino)ethylpyrrolidin-1-ylcarbonyl]-3-chloro-N-[(1S)-1-(5-chloro-1H-benzimidazol-2-yl)ethyl]benzamide and trifluoroacetic acid. Yield: quantitative; Rf value: 0.18 (silica gel; dichloromethane/methanol/ammonia=9:1:0.1); C23H25Cl2N5O2 (474.39); mass spectrum: (M+H)+=474/476 (chlorine isotope) and (M−H)−=472/474 (chlorine isotope). Starting materials: C(C)C1=NC2=C(N1CC1=CC=C(C=C1)C=1C(=CC=CC1)C(=O)OC(C)(C)C)C=C(C=C2C)C=2N=C1N(CCCC1)C2Cl (tert.butyl 4'-[(2-ethyl-4-methyl-6-(3-chloro-5,6,7,8-tetrahydro-imidazo[1,2-a]pyridin-2-yl)-benzimidazol-1-yl)-methyl]-biphenyl-2-carboxylate), FC(C(=O)O)(F)F (trifluoroacetic acid). Run in C(Cl)Cl (methylene chloride). Product: C(C)C1=NC2=C(N1CC1=CC=C(C=C1)C=1C(=CC=CC1)C(=O)O)C=C(C=C2C)C=2N=C1N(CCCC1)C2Cl (4'-[(2-Ethyl-4-methyl-6-(3-chloro-5,6,7,8-tetrahydro-imidazo-[1,2-a]pyridin-2-yl)-benzimidazol-1-yl)-methyl]-biphenyl-2-carboxylic Acid). RXN SMILES: [CH2:1]([C:3]1[N:7]([CH2:8][C:9]2[CH:14]=[CH:13][C:12]([C:15]3[C:16]([C:21]([O:23]C(C)(C)C)=[O:22])=[CH:17][CH:18]=[CH:19][CH:20]=3)=[CH:11][CH:10]=2)[C:6]2[CH:28]=[C:29]([C:33]3[N:34]=[C:35]4[CH2:40][CH2:39][CH2:38][CH2:37][N:36]4[C:41]=3[Cl:42])[CH:30]=[C:31]([CH3:32])[C:5]=2[N:4]=1)[CH3:2].FC(F)(F)C(O)=O>C(Cl)Cl>[CH2:1]([C:3]1[N:7]([CH2:8][C:9]2[CH:14]=[CH:13][C:12]([C:15]3[C:16]([C:21]([OH:23])=[O:22])=[CH:17][CH:18]=[CH:19][CH:20]=3)=[CH:11][CH:10]=2)[C:6]2[CH:28]=[C:29]([C:33]3[N:34]=[C:35]4[CH2:40][CH2:39][CH2:38][CH2:37][N:36]4[C:41]=3[Cl:42])[CH:30]=[C:31]([CH3:32])[C:5]=2[N:4]=1)[CH3:2]. Procedure details: Prepared analogously to Example 208 from tert.butyl 4'-[(2-ethyl-4-methyl-6-(3-chloro-5,6,7,8-tetrahydro-imidazo[1,2-a]pyridin-2-yl)-benzimidazol-1-yl)-methyl]-biphenyl-2-carboxylate and trifluoroacetic acid in methylene chloride. Starting materials: CC(C)([O-])C.[Li+] (lithium t-butoxide), C(CCC=C)C1=CC=C(C(=O)O)C=C1 (4-(4-pentenyl)benzoic acid), C(C(=O)Cl)(=O)Cl (oxalyl chloride). Run in O1CCCC1 (tetrahydrofuran), C1=CC=CC=C1 (benzene), C1=CC=CC=C1 (benzene). Run at time 1 hour. Product: C(CCC=C)C1=CC=C(C(=O)OC(C)(C)C)C=C1 (1,1-dimethylethyl 4-(4-pentenyl)benzoate). As a reaction SMILES: [CH2:1]([C:6]1[CH:14]=[CH:13][C:9]([C:10]([OH:12])=[O:11])=[CH:8][CH:7]=1)[CH2:2][CH2:3][CH:4]=[CH2:5].C(Cl)(=O)C(Cl)=O.[CH3:21][C:22]([CH3:25])([O-])[CH3:23].[Li+]>C1C=CC=CC=1.O1CCCC1>[CH2:1]([C:6]1[CH:7]=[CH:8][C:9]([C:10]([O:12][C:22]([CH3:25])([CH3:23])[CH3:21])=[O:11])=[CH:13][CH:14]=1)[CH2:2][CH2:3][CH:4]=[CH2:5] |f:2.3|. Procedure: A solution of 4-(4-pentenyl)benzoic acid (42 g, 0.22 mol) in benzene (250 ml) was added dropwise to a solution of oxalyl chloride (60 ml) in benzene (200 ml) over 1 hour. The solution was stirred for 1 hour at room temperature and then heated under reflux for 2 hours. The solvent and excess oxalyl chloride was evaporated off under reduced pressure to give an oily residue which was dissolved in dry tetrahydrofuran (250 ml) and added dropwise over 1 hour to a stirred solution of lithium t-butoxide... Reactants: C(C)OC(=O)C=1C(=NC(=C(C1Cl)[N+](=O)[O-])Cl)C (4,6-dichloro-2-methyl-5-nitropyridine-3-carboxylic acid ethyl ester), alcohol, C(C)O (ethyl alcohol), C(C)N (ethylamine). Solvent: C(C)N(CC)CC (triethylamine). Yields the product C(C)OC(=O)C=1C(=NC(=C(C1NCC)[N+](=O)[O-])Cl)C (6-Chloro-4-ethylamino-2-methyl-5-nitropyridine-3-carboxylic acid ethyl ester). The yield is 69.0%. Reaction SMILES: [CH2:1]([O:3][C:4]([C:6]1[C:7]([CH3:17])=[N:8][C:9]([Cl:16])=[C:10]([N+:13]([O-:15])=[O:14])[C:11]=1Cl)=[O:5])[CH3:2].C(O)C.[CH2:21]([NH2:23])[CH3:22]>C(N(CC)CC)C>[CH2:1]([O:3][C:4]([C:6]1[C:7]([CH3:17])=[N:8][C:9]([Cl:16])=[C:10]([N+:13]([O-:15])=[O:14])[C:11]=1[NH:23][CH2:21][CH3:22])=[O:5])[CH3:2]. Procedure: 27.9 g. of 4,6-dichloro-2-methyl-5-nitropyridine-3-carboxylic acid ethyl ester (0.1 mol.) are dissolved in 100 ml. of ethyl alcohol and 12 g. of triethylamine. At reflux temperature a solution of 4.5 g. of ethylamine in 50 ml. of alcohol is slowly added dropwise with continual stirring. After the addition is completed, the reaction mixture is refluxed for an additional 30 minutes. The solvent is then removed in vacuo and the residue is dissolved in 300 ml. of petroleum ether. The triethylamine h... Reactants: COCCOC (DME), BrC=1C(=NC=CC1)OC1=CC=C(C=C1)NC=1OC2=C(N1)C=CC=C2 (N-(4-(3-bromopyridin-2-yloxy)phenyl)benzo[d]oxazol-2-amine), O1CCC(=CC1)B1OC(C(O1)(C)C)(C)C (2-(3,6-dihydro-2H-pyran-4-yl)-4,4,5,5-tetramethyl-1,3,2-dioxaborolane), C(=O)(O)O (sodium carbonate anhydrous). The reagents and catalysts are Cl[Pd]([P](C1=CC=CC=C1)(C2=CC=CC=C2)C3=CC=CC=C3)([P](C4=CC=CC=C4)(C5=CC=CC=C5)C6=CC=CC=C6)Cl (trans-dichlorobis(triphenyl-phosphine)palladium (II)). Run in CCO (EtOH), O (H2O). Run at temperature 140 celsius. Yields the product O1CCC(=CC1)C=1C(=NC=CC1)OC1=CC=C(C=C1)NC=1OC2=C(N1)C=CC=C2 (N-(4-(3-(3,6-dihydro-2H-pyran-4-yl)pyridin-2-yloxy)phenyl)benzo[d]oxazol-2-amine). RXN SMILES: Br[C:2]1[C:3]([O:8][C:9]2[CH:14]=[CH:13][C:12]([NH:15][C:16]3[O:17][C:18]4[CH:24]=[CH:23][CH:22]=[CH:21][C:19]=4[N:20]=3)=[CH:11][CH:10]=2)=[N:4][CH:5]=[CH:6][CH:7]=1.[O:25]1[CH2:30][CH:29]=[C:28](B2OC(C)(C)C(C)(C)O2)[CH2:27][CH2:26]1.C(O)(O)=O.COCCOC>Cl[Pd](Cl)([P](C1C=CC=CC=1)(C1C=CC=CC=1)C1C=CC=CC=1)[P](C1C=CC=CC=1)(C1C=CC=CC=1)C1C=CC=CC=1.CCO.O>[O:25]1[CH2:26][CH:27]=[C:28]([C:2]2[C:3]([O:8][C:9]3[CH:14]=[CH:13][C:12]([NH:15][C:16]4[O:17][C:18]5[CH:24]=[CH:23][CH:22]=[CH:21][C:19]=5[N:20]=4)=[CH:11][CH:10]=3)=[N:4][CH:5]=[CH:6][CH:7]=2)[CH2:29][CH2:30]1 |^1:52,71|. Procedure: A glass microwave reaction vessel was charged with N-(4-(3-bromopyridin-2-yloxy)phenyl)benzo[d]oxazol-2-amine (0.500 g, 1.308 mmol), 2-(3,6-dihydro-2H-pyran-4-yl)-4,4,5,5-tetramethyl-1,3,2-dioxaborolane (0.414 g, 1.971 mmol), sodium carbonate anhydrous (0.700 g, 6.60 mmol) and trans-dichlorobis(triphenyl-phosphine)palladium (II) (0.092 g, 0.131 mmol, Strem). A mixture of 7:3:2 DME:H2O:EtOH (11 mL) was added and the reaction mixture was sealed under argon and heated in a Emrys Optmizer microwave ...